This data is from the Open Reaction Database (ORD), a public repository of structured organic reaction records. The task is: describe an organic reaction: reactants, conditions, products, and yield The reactants are OC1=CC=C(C(=O)C2=CC=CC=C2)C=C1 (4-Hydroxybenzophenone), C(C=C)Cl (Allyl chloride), [I-].[K+] (potassium iodide), [OH-].[K+] (Potassium hydroxide). Run in O1CCCC1 (tetrahydrofuran). Yields the product C(C=C)OC1=CC=C(C(=O)C2=CC=CC=C2)C=C1 (4-allyloxybenzophenone). As a reaction SMILES: [OH:1][C:2]1[CH:15]=[CH:14][C:5]([C:6]([C:8]2[CH:13]=[CH:12][CH:11]=[CH:10][CH:9]=2)=[O:7])=[CH:4][CH:3]=1.[OH-].[K+].[CH2:18](Cl)[CH:19]=[CH2:20].[I-].[K+]>O1CCCC1>[CH2:20]([O:1][C:2]1[CH:3]=[CH:4][C:5]([C:6]([C:8]2[CH:13]=[CH:12][CH:11]=[CH:10][CH:9]=2)=[O:7])=[CH:14][CH:15]=1)[CH:19]=[CH2:18] |f:1.2,4.5|. Reported procedure: 4-Hydroxybenzophenone (100 parts) was dissolved in tetrahydrofuran (100 parts). Potassium hydroxide (30.9 parts) was added, heated and stirred until completely dissolved. Allyl chloride (46.4 parts) and potassium iodide (42 parts) were added to this solution. The mixture was refluxed for 8 hours. After cooling, it was washed with water and the solvent removed by distillation. A crude product of the desired 4-allyloxybenzophenone was obtained. It was recrystallized in n-hexane to obtain 110 parts... The reactants are BrC(C(=O)OCC1=CC=CC=C1)=C (benzyl 2-bromoacrylate), FC=1C=C(C=CC1COCCOC)B1OC(C(O1)(C)C)(C)C (2-(3-fluoro-4-((2-methoxyethoxy)methyl)phenyl)-4,4,5,5-tetramethyl-1,3,2-dioxaborolane), FC=1C=C(C=CC1COCCOC)B1OC(C(O1)(C)C)(C)C (2-(3-fluoro-4-((2-methoxyethoxy)methyl)phenyl)-4,4,5,5-tetramethyl-1,3,2-dioxaborolane), C(=O)([O-])[O-].[Cs+].[Cs+] (Cs2CO3). Reagents/catalysts: C1=CC=C(C=C1)P([C-]2C=CC=C2)C3=CC=CC=C3.C1=CC=C(C=C1)P([C-]2C=CC=C2)C3=CC=CC=C3.Cl[Pd]Cl.[Fe+2] (Pd(dppf)Cl2). The solvent is CN(C)C=O (DMF), C(C)(=O)OCC (ethyl acetate). Conditions: time 10 minute. Yields the product FC=1C=C(C=CC1COCCOC)C(C(=O)OCC1=CC=CC=C1)=C (benzyl 2-(3-fluoro-4-((2-methoxyethoxy)methyl)phenyl)acrylate). Yield: 25.2%. Reaction SMILES: [F:1][C:2]1[CH:3]=[C:4](B2OC(C)(C)C(C)(C)O2)[CH:5]=[CH:6][C:7]=1[CH2:8][O:9][CH2:10][CH2:11][O:12][CH3:13].C([O-])([O-])=O.[Cs+].[Cs+].Br[C:30](=[CH2:41])[C:31]([O:33][CH2:34][C:35]1[CH:40]=[CH:39][CH:38]=[CH:37][CH:36]=1)=[O:32]>CN(C=O)C.C(OCC)(=O)C.C1C=CC(P(C2C=CC=CC=2)[C-]2C=CC=C2)=CC=1.C1C=CC(P(C2C=CC=CC=2)[C-]2C=CC=C2)=CC=1.Cl[Pd]Cl.[Fe+2]>[F:1][C:2]1[CH:3]=[C:4]([C:30](=[CH2:41])[C:31]([O:33][CH2:34][C:35]2[CH:40]=[CH:39][CH:38]=[CH:37][CH:36]=2)=[O:32])[CH:5]=[CH:6][C:7]=1[CH2:8][O:9][CH2:10][CH2:11][O:12][CH3:13] |f:1.2.3,7.8.9.10|. Reported procedure: A suspension of 2-(3-fluoro-4-((2-methoxyethoxy)methyl)phenyl)-4,4,5,5-tetramethyl-1,3,2-dioxaborolane (5 g, 16.129 mmol), Cs2CO3 (15.7 g, 48.38 mmol) in DMF (50 mL) was deoxygenated by purging Argon for 30 min at RT. Pd(dppf)Cl2 (657 mg, 0.806 mmol) was added and purging was continued. After 10 min, benzyl 2-bromoacrylate (4.6 g, 19.35 mmol) was added and stirred at 100° C. for 1 h until complete consumption of 2-(3-fluoro-4-((2-methoxyethoxy)methyl)phenyl)-4,4,5,5-tetramethyl-1,3,2-dioxaborola... Reactants: BrC1=C(C(=O)O)C=C(C=C1)C#N (2-bromo-5-cyano-benzoic acid), C(=O)(N1C=NC=C1)N1C=NC=C1 (1,1′-Carbonyldiimidazole), FC=1C=C(C=CC1N1CCNCC1)C(C)=O (1-(3-Fluoro-4-piperazin-1-yl-phenyl)-ethanone), C(=O)=O (CO2). Solvent: CN(C)C=O (DMF). Reaction conditions: temperature 50 celsius, time 1 hour. Product: C(C)(=O)C1=CC(=C(C=C1)N1CCN(CC1)C(=O)C=1C=C(C#N)C=CC1Br)F (3-[4-(4-acetyl-2-fluoro-phenyl)-piperazine-1-carbonyl]-4-bromo benzonitrile). Isolated yield 48.6%. As a reaction SMILES: [Br:1][C:2]1[CH:10]=[CH:9][C:8]([C:11]#[N:12])=[CH:7][C:3]=1[C:4]([OH:6])=O.C(N1C=CN=C1)(N1C=CN=C1)=O.C(=O)=O.[F:28][C:29]1[CH:30]=[C:31]([C:41](=[O:43])[CH3:42])[CH:32]=[CH:33][C:34]=1[N:35]1[CH2:40][CH2:39][NH:38][CH2:37][CH2:36]1>CN(C=O)C>[C:41]([C:31]1[CH:32]=[CH:33][C:34]([N:35]2[CH2:36][CH2:37][N:38]([C:4]([C:3]3[CH:7]=[C:8]([CH:9]=[CH:10][C:2]=3[Br:1])[C:11]#[N:12])=[O:6])[CH2:39][CH2:40]2)=[C:29]([F:28])[CH:30]=1)(=[O:43])[CH3:42]. Procedure: To a solution of 2-bromo-5-cyano-benzoic acid (200 mg, 0.885 mmol) in DMF (3 ml) was added dropwise 1,1′-Carbonyldiimidazole (148 mg, 0.885 mmol). When the CO2 evolution ceased, the mixture was heated to 50° C. for 15 minutes. The mixture was cooled to room temperature. 1-(3-Fluoro-4-piperazin-1-yl-phenyl)-ethanone (198 mg, 0.885 mmol) was added portionwise. The mixture was stirred at room temperature for 1 hour. The solvent was removed in vacuo. The residue was dissolved in ethyl acetate. The s... Starting materials: C(C)(=O)O (acetic acid), CC1([C@H]2[C@@H](OC([C@@H]12)=O)C(Cl)(Cl)Cl)C ((1R,4R,5S)-6,6-dimethyl-2-oxo-4-trichloromethyl-3-oxabicyclo[3.1.0]hexane). The reagents and catalysts are [Zn] (zinc). Run in CCOCC (ether), O (water), CCOCC (ether), CCOCC (ether). The product is ClC(=C[C@@H]1C([C@@H]1C(=O)O)(C)C)Cl ((1R,3R)-3-(2,2-dichlorovinyl)-2,2-dimethylcyclopropanecarboxylic acid). Yield: 17.7%. RXN SMILES: C(O)(=O)C.[CH3:5][C:6]1([CH3:17])[C@H:11]2[C@@H:7]1[C@H:8]([C:13](Cl)([Cl:15])[Cl:14])[O:9][C:10]2=[O:12]>CCOCC.O.[Zn]>[Cl:14][C:13]([Cl:15])=[CH:8][C@H:7]1[C@@H:11]([C:10]([OH:12])=[O:9])[C:6]1([CH3:5])[CH3:17]. Procedure details: To a suspension of finely divided zinc dust (0.81 g, 1.23 mmole) in acetic acid (0.99 g, 1.64 mmole) and 4 ml of ether was added, under nitrogen, a solution of (1R,4R,5S)-6,6-dimethyl-2-oxo-4-trichloromethyl-3-oxabicyclo[3.1.0]hexane (0.50 g, 1.84 mmole) from Example IA.8.(a) in 4 ml of ether. The reaction was monitored by glpc. When the glpc results indicated almost complete conversion, the reaction mixture was diluted with additional ether and water, filtered through Celite filter aid, and the... Reactants: IC1=CC=C(N)C=C1 (4-iodoaniline), CC1=C(SC=C1)C(=O)O (3-methyl-2-thiophenecarboxylic acid), IC1=CC=C(N)C=C1 (4-iodoaniline), C1=C(C=CC2=CC=CC=C12)C(=O)O (2-napthoic acid). Yields the product IC1=CC=C(C=C1)NC(=O)C=1SC=CC1C (3-Methyl-thiophene-2-carboxylic acid (4-iodo-phenyl)-amide). Reaction SMILES: [CH3:1][C:2]1[CH:6]=[CH:5][S:4][C:3]=1[C:7]([OH:9])=O.[I:10][C:11]1[CH:17]=[CH:16][C:14]([NH2:15])=[CH:13][CH:12]=1.C1C2C(=CC=CC=2)C=CC=1C(O)=O>>[I:10][C:11]1[CH:17]=[CH:16][C:14]([NH:15][C:7]([C:3]2[S:4][CH:5]=[CH:6][C:2]=2[CH3:1])=[O:9])=[CH:13][CH:12]=1. Procedure details: This compound was synthesized by the same procedure as for Example 15, except 3-methyl-2-thiophenecarboxylic acid and 4-iodoaniline were used instead of 2-napthoic acid and 4-iodoaniline. M+1=344.2, mp 141˜142° C. Product: COC1=CC=C2C(C(=CNC2=C1)C(=O)OCC)=O (ethyl 7-methoxy-4-oxo-1,4-dihydroquinoline-3-carboxylate). Procedure details: m-Anisidine (50 g, 407 mmol) and diethyl ethoxymethylenemalonate (102 g, 407 mmol) were heated at 60° C. for 20 minutes. Diphenyl ether (270 ml) was then added and the temperature was raised to 240° C. over 30 minutes. The ethanol formed distilled off. Heating was maintained at this temperature for 1 hour then the reaction mixture was allowed to cool to 120° C. at which point the reaction mixture was diluted with heptane and allowed to stand overnight at ambient temperature. The brown solid was ... Reactants: COC1=CC(=CC=C1)N (m-Anisidine), C(C)OC=C(C(=O)OCC)C(=O)OCC (diethyl ethoxymethylenemalonate), C(#N)C=1C=NC2=CC(=CC=C2C1)OC1=NC=NC2=CC(=C(C=C12)OC)OCC1CCN(CC1)C (4-(3-cyanoquinolin-7-yloxy)-6-methoxy-7-((1-methylpiperidin-4-yl)methoxy)quinazoline). The yield is 44.7%. Reaction conditions: temperature 240 celsius, time 8 hour. The solvent is C1(=CC=CC=C1)OC1=CC=CC=C1 (Diphenyl ether). RXN SMILES: [CH3:1][O:2][C:3]1[CH:8]=[CH:7][CH:6]=[C:5]([NH2:9])[CH:4]=1.C([O:12][CH:13]=[C:14]([C:20](OCC)=O)[C:15]([O:17][CH2:18][CH3:19])=[O:16])C.C(C1C=NC2C(C=1)=CC=C(OC1C3C(=CC(OCC4CCN(C)CC4)=C(OC)C=3)N=CN=1)C=2)#N>C1(OC2C=CC=CC=2)C=CC=CC=1>[CH3:1][O:2][C:3]1[CH:4]=[C:5]2[C:6]([C:13](=[O:12])[C:14]([C:15]([O:17][CH2:18][CH3:19])=[O:16])=[CH:20][NH:9]2)=[CH:7][CH:8]=1. Reactants: OC=1C=C(C=CC1OC)NC1=C(C(C(=O)O)=CC=C1)C(=O)O (3-(3-hydroxy-4-methoxyphenylamino)phthalic acid), Cl.NC1C(=O)NC(CC1)=O (rac-α-aminoglutarimide hydrochloride). The solvent is N1=CC=CC=C1 (pyridine). Product: O=C1NC(CCC1N1C(C2=CC=CC(=C2C1=O)NC1=CC(=C(C=C1)OC)O)=O)=O (2-(2,6-Dioxopiperidin-3-yl)-4-(3-hydroxy-4-methoxyphenylamino)-isoindole-1,3-dione). Isolated yield 56.9%. Reaction SMILES: [OH:1][C:2]1[CH:3]=[C:4]([NH:10][C:11]2[CH:19]=[CH:18][CH:17]=[C:13]([C:14]([OH:16])=O)[C:12]=2[C:20]([OH:22])=O)[CH:5]=[CH:6][C:7]=1[O:8][CH3:9].Cl.[NH2:24][CH:25]1[CH2:31][CH2:30][C:29](=[O:32])[NH:28][C:26]1=[O:27]>N1C=CC=CC=1>[O:27]=[C:26]1[CH:25]([N:24]2[C:20](=[O:22])[C:12]3[C:13](=[CH:17][CH:18]=[CH:19][C:11]=3[NH:10][C:4]3[CH:5]=[CH:6][C:7]([O:8][CH3:9])=[C:2]([OH:1])[CH:3]=3)[C:14]2=[O:16])[CH2:31][CH2:30][C:29](=[O:32])[NH:28]1 |f:1.2|. Reported procedure: A mixture of 3-(3-hydroxy-4-methoxyphenylamino)phthalic acid (0.60 g, 2.0 mmol) and rac-α-aminoglutarimide hydrochloride (0.33 g, 2.0 mmol) in pyridine (10 mL) was heated to reflux for 16 hours. The mixture was cooled and evaporated under vacuum. The residue was dissolved in ethyl acetate (150 mL), washed with dilute aqueous HCl (2×100 mL) and water (2×100 mL), was dried (MgSO4) and evaporated. The residue was triturated in 1:1 acetonitrile-water (15 mL) and filtered, and the resulting solid was... Starting materials: CC1(Cn2cc([N+](=O)[O-])nc2Br)CO1, [H-], [Na+], CN(C)C=O, O, CC(C)(C)OC(=O)N1CCN(c2ccc(O)cc2)CC1. Yields the product CC(C)(C)OC(=O)N1CCN(c2ccc(OCC3(C)Cn4cc([N+](=O)[O-])nc4O3)cc2)CC1. As a reaction SMILES: [Br:21][c:22]1[n:23]([CH2:30][C:31]2([CH3:34])[O:32][CH2:33]2)[cH:24][c:25]([N+:27](=[O:28])[O-:29])[n:26]1.[H-:35].[Na+:36].[O:37]=[CH:38][N:39]([CH3:40])[CH3:41].[OH2:42].[OH:1][c:2]1[cH:3][cH:4][c:5]([N:8]2[CH2:9][CH2:10][N:11]([C:14](=[O:15])[O:16][C:17]([CH3:18])([CH3:19])[CH3:20])[CH2:12][CH2:13]2)[cH:6][cH:7]1>>[O:1]([c:2]1[cH:3][cH:4][c:5]([N:8]2[CH2:9][CH2:10][N:11]([C:14](=[O:15])[O:16][C:17]([CH3:18])([CH3:19])[CH3:20])[CH2:12][CH2:13]2)[cH:6][cH:7]1)[CH2:33][C:31]1([CH3:34])[CH2:30][n:23]2[c:22]([n:26][c:25]([N+:27](=[O:28])[O-:29])[cH:24]2)[O:32]1. Starting materials: CN1C(N(C(=CC1=O)NN=CC1=CC=NC2=CC=C(C=C12)Cl)CCC)=O (6-chloroquinoline-4-carbaldehyde (1-methyl-2,6-dioxo-3-propyl-1,2,3,6-tetrahydropyrimidin-4-yl)hydrazone), C(C)(C)(C)NS(=O)(=O)C1=CN(C(=C1)C=O)C (N-(tert-butyl)-5-formyl-1-methyl-1H-pyrrole-3-sulfonamide), C(=O)(C(F)(F)F)O (TFA). Product: ClC=1C=C2C(=CC=NC2=CC1)CN1N=C2N(C(N(C(C2=C1C1=CC(=CN1C)S(=O)(=O)N)=O)C)=O)CCC (5-{2-[(6-chloroquinolin-4-yl)methyl]-5-methyl-4,6-dioxo-7-propyl-4,5,6,7-tetrahydro-2H-pyrazolo[3,4-d]pyrimidin-3-yl}-1-methyl-1H-pyrrole-3-sulfonamide). RXN SMILES: [CH3:1][N:2]1[C:7](=[O:8])[CH:6]=[C:5]([NH:9][N:10]=[CH:11][C:12]2[C:21]3[C:16](=[CH:17][CH:18]=[C:19]([Cl:22])[CH:20]=3)[N:15]=[CH:14][CH:13]=2)[N:4]([CH2:23][CH2:24][CH3:25])[C:3]1=[O:26].C([NH:31][S:32]([C:35]1[CH:39]=[C:38]([CH:40]=O)[N:37]([CH3:42])[CH:36]=1)(=[O:34])=[O:33])(C)(C)C.C(O)(C(F)(F)F)=O>>[Cl:22][C:19]1[CH:20]=[C:21]2[C:16](=[CH:17][CH:18]=1)[N:15]=[CH:14][CH:13]=[C:12]2[CH2:11][N:10]1[C:40]([C:38]2[N:37]([CH3:42])[CH:36]=[C:35]([S:32]([NH2:31])(=[O:34])=[O:33])[CH:39]=2)=[C:6]2[C:5]([N:4]([CH2:23][CH2:24][CH3:25])[C:3](=[O:26])[N:2]([CH3:1])[C:7]2=[O:8])=[N:9]1. Reported procedure: Following the method of Example 180, this compound was made by preparation of 6-chloroquinoline-4-carbaldehyde (1-methyl-2,6-dioxo-3-propyl-1,2,3,6-tetrahydropyrimidin-4-yl)hydrazone, condensation with N-(tert-butyl)-5-formyl-1-methyl-1H-pyrrole-3-sulfonamide and treatment with TFA. Starting materials: CC(C)OC(=O)/N=N/C(=O)OC(C)C (DIAD), C(C1=CC=CC=C1)(=O)N1C(NC=CC1=O)=O (3-benzoyluracil), C(C1=CC=CC=C1)(C1=CC=CC=C1)(C1=CC=CC=C1)OC/C=C/CO ((E)-4-(Trityloxy)but-2-en-1-ol), C1(=CC=CC=C1)P(C1=CC=CC=C1)C1=CC=CC=C1 (triphenylphosphine). The solvent is C1CCOC1 (THF), C1CCOC1 (THF), CCCCCC.CCOC(=O)C (Hexane EtOAc). Run at time 24 hour. Product: C(C1=CC=CC=C1)(=O)N1C(N(C=CC1=O)C\C=C\COC(C1=CC=CC=C1)(C1=CC=CC=C1)C1=CC=CC=C1)=O (3-Benzoyl-1-[(E)-4-(trityloxy)-2-butenyl]-1,2,3,4-tetrahydro-2,4-pyrimidinedione). Isolated yield 46.7%. RXN SMILES: C1(P(C2C=CC=CC=2)C2C=CC=CC=2)C=CC=CC=1.[C:20]([N:28]1[C:33](=[O:34])[CH:32]=[CH:31][NH:30][C:29]1=[O:35])(=[O:27])[C:21]1[CH:26]=[CH:25][CH:24]=[CH:23][CH:22]=1.[C:36]([O:55][CH2:56]/[CH:57]=[CH:58]/[CH2:59]O)([C:49]1[CH:54]=[CH:53][CH:52]=[CH:51][CH:50]=1)([C:43]1[CH:48]=[CH:47][CH:46]=[CH:45][CH:44]=1)[C:37]1[CH:42]=[CH:41][CH:40]=[CH:39][CH:38]=1.CC(OC(/N=N/C(OC(C)C)=O)=O)C>C1COCC1.CCCCCC.CCOC(C)=O>[C:20]([N:28]1[C:33](=[O:34])[CH:32]=[CH:31][N:30]([CH2:59]/[CH:58]=[CH:57]/[CH2:56][O:55][C:36]([C:49]2[CH:54]=[CH:53][CH:52]=[CH:51][CH:50]=2)([C:37]2[CH:38]=[CH:39][CH:40]=[CH:41][CH:42]=2)[C:43]2[CH:48]=[CH:47][CH:46]=[CH:45][CH:44]=2)[C:29]1=[O:35])(=[O:27])[C:21]1[CH:22]=[CH:23][CH:24]=[CH:25][CH:26]=1 |f:5.6|. Procedure: Polymer bound triphenylphosphine (0.75 g, 2.25 mmol) was shaken in THF (5 ml) for 15 minutes, then 3-benzoyluracil (290 mg, 1.35 mmol), trityl alcohol (11) (300 mg, 0.90 mmol) were added to the suspension of the resin. A solution of DIAD (0.354 ml, 1.80 mmol) in THF (2 ml) was added to the mixture. The reaction was shaken 24 hours at room temperature and monitored by TLC (Hexane/EtOAc 50:50). The resin was filtered and washed twice with THF (5 ml). The filtrate was concentrated under reduced pre...